describe an organic reaction: reactants, conditions, products, and yield From a dataset of the Open Reaction Database (ORD), a public repository of structured organic reaction records. The reactants are NC=1C=C2C(=C(C=NC2=CC1)C#N)NC1=CC(=CC=C1)Br (6-amino-4-(3-bromophenylamino)-quinoline-3-carbonitrile), ClC(=O)OCC(C)C (Isobutyl chloroformate), CN1CCOCC1 (N-methylmorpholine), C(\C=C\C)(=O)O (E-but-2-enoic acid). The solvent is C1CCOC1 (THF), C1CCOC1 (THF). Run at time 10 minute. Yields the product BrC=1C=C(C=CC1)NC1=C(C=NC2=CC=C(C=C12)NC(\C=C\C)=O)C#N ((E)-but-2-enoic acid [4-(3-bromophenylamino)-3-cyano-quinolin-6-yl]amide). Yield: 80.0%. As a reaction SMILES: [C:1]([OH:6])(=O)/[CH:2]=[CH:3]/[CH3:4].ClC(OCC(C)C)=O.CN1CCOCC1.[NH2:22][C:23]1[CH:24]=[C:25]2[C:30](=[CH:31][CH:32]=1)[N:29]=[CH:28][C:27]([C:33]#[N:34])=[C:26]2[NH:35][C:36]1[CH:41]=[CH:40][CH:39]=[C:38]([Br:42])[CH:37]=1>C1COCC1>[Br:42][C:38]1[CH:37]=[C:36]([NH:35][C:26]2[C:25]3[C:30](=[CH:31][CH:32]=[C:23]([NH:22][C:1](=[O:6])/[CH:2]=[CH:3]/[CH3:4])[CH:24]=3)[N:29]=[CH:28][C:27]=2[C:33]#[N:34])[CH:41]=[CH:40][CH:39]=1. Procedure: A solution of 0.637 g (7.40 mmol) of E-but-2-enoic acid in 25 mL of THF under N2 was chilled in ice. Isobutyl chloroformate (1.01 g, 7.40 mmol) and N-methylmorpholine (0.747 g, 7.40 mmol) were added and the solution was stirred cold for 10 min. A slurry of 1.00 g (2.96 mmol) of 6-amino-4-(3-bromophenylamino)-quinoline-3-carbonitrile in 15 mL of THF was added and the mixture was stirred at 25° C. overnight. The mixture was evaporated and the residue was slurried in water, collected and dried. The... Reactants: C1CCOC1, COc1ccc(P2(=S)SP(=S)(c3ccc(OC)cc3)S2)cc1, N#CCC(=O)N1CCOCC1. Yields the product N#CCC(=S)N1CCOCC1. RXN SMILES: [CH2:34]1[O:35][CH2:36][CH2:37][CH2:38]1.[CH3:12][O:13][c:14]1[cH:15][cH:16][c:17]([P:18]2(=[S:21])[S:19][P:20]([c:22]3[cH:23][cH:24][c:25]([O:26][CH3:27])[cH:28][cH:29]3)(=[S:30])[S:31]2)[cH:32][cH:33]1.[O:1]1[CH2:2][CH2:3][N:4]([C:7]([CH2:8][C:9]#[N:10])=[O:11])[CH2:5][CH2:6]1>>[O:1]1[CH2:2][CH2:3][N:4]([C:7]([CH2:8][C:9]#[N:10])=[S:21])[CH2:5][CH2:6]1. Starting materials: CC1=CC(N(C=2N=C(N=CC21)S(=O)C)C=2C=C(C=CC2)NC(C=C)=O)=O (N-(3-(5-methyl-2-(methylsulfinyl)-7-oxopyrido[2,3-d]pyrimidin-8(7H)-yl)phenyl)acrylamide), CN1CCN(CC1)C1=CC=C(N)C=C1 (4-(4-methylpiperazino)aniline), CCN(C(C)C)C(C)C (DIEA). Solvent: C(C)(C)(C)O (tert-butanol). Run at temperature 100 celsius. Product: CC1=CC(N(C=2N=C(N=CC21)NC2=CC=C(C=C2)N2CCN(CC2)C)C=2C=C(C=CC2)NC(C=C)=O)=O (N-(3-(5-methyl-2-((4-(4-methylpiperazin-1-yl)phenyl)amino)-7-oxopyrido[2,3-d]pyrimidin-8(7H)-yl)phenyl)acrylamide). Yield: 19.3%. Reaction SMILES: [CH3:1][C:2]1[C:11]2[CH:10]=[N:9][C:8](S(C)=O)=[N:7][C:6]=2[N:5]([C:15]2[CH:16]=[C:17]([NH:21][C:22](=[O:25])[CH:23]=[CH2:24])[CH:18]=[CH:19][CH:20]=2)[C:4](=[O:26])[CH:3]=1.[CH3:27][N:28]1[CH2:33][CH2:32][N:31]([C:34]2[CH:40]=[CH:39][C:37]([NH2:38])=[CH:36][CH:35]=2)[CH2:30][CH2:29]1.CCN(C(C)C)C(C)C>C(O)(C)(C)C>[CH3:1][C:2]1[C:11]2[CH:10]=[N:9][C:8]([NH:38][C:37]3[CH:36]=[CH:35][C:34]([N:31]4[CH2:30][CH2:29][N:28]([CH3:27])[CH2:33][CH2:32]4)=[CH:40][CH:39]=3)=[N:7][C:6]=2[N:5]([C:15]2[CH:16]=[C:17]([NH:21][C:22](=[O:25])[CH:23]=[CH2:24])[CH:18]=[CH:19][CH:20]=2)[C:4](=[O:26])[CH:3]=1. Reported procedure: A microwave tube was charged with N-(3-(5-methyl-2-(methylsulfinyl)-7-oxopyrido[2,3-d]pyrimidin-8(7H)-yl)phenyl)acrylamide (5b; 210 mg, 0.57 mmol), 4-(4-methylpiperazino)aniline (136 mg, 0.71 mmol) and DIEA (0.20 mL, 1.14 mmol) in tert-butanol (5.5 mL). The tube was sealed and the mixture was heated to 100° C. for 3 d. The mixture was concentrated and then the brown solid was suspended in Et2O and collected by filtration. The brown solid was washed with Et2O to afford 270 mg of crude material. T...